Dataset: the Open Reaction Database (ORD), a public repository of structured organic reaction records. Task: describe an organic reaction: reactants, conditions, products, and yield The reactants are C(C1=CC=CC=C1)OC(=O)N[C@@H]1CC[C@H](CC1)C(=O)O (trans-4-(benzyloxycarbonylamino)cyclohexanecarboxylic acid), NC1=C(C=CC=C1)O (2-aminophenol). Product: C(C1=CC=CC=C1)OC(=O)N[C@@H]1CC[C@H](CC1)C(=O)NC1=C(C=CC=C1)O (trans-4-benzyloxycarbonylamino-N-(2-hydroxyphenyl)cyclohexanecarboxamide). Reaction SMILES: [CH2:1]([O:8][C:9]([NH:11][C@H:12]1[CH2:17][CH2:16][C@H:15]([C:18]([OH:20])=O)[CH2:14][CH2:13]1)=[O:10])[C:2]1[CH:7]=[CH:6][CH:5]=[CH:4][CH:3]=1.[NH2:21][C:22]1[CH:27]=[CH:26][CH:25]=[CH:24][C:23]=1[OH:28]>>[CH2:1]([O:8][C:9]([NH:11][C@H:12]1[CH2:13][CH2:14][C@H:15]([C:18]([NH:21][C:22]2[CH:27]=[CH:26][CH:25]=[CH:24][C:23]=2[OH:28])=[O:20])[CH2:16][CH2:17]1)=[O:10])[C:2]1[CH:3]=[CH:4][CH:5]=[CH:6][CH:7]=1. Reported procedure: By treating trans-4-(benzyloxycarbonylamino)cyclohexanecarboxylic acid and 2-aminophenol in the same manner as in Reference Example 8-40, trans-4-benzyloxycarbonylamino-N-(2-hydroxyphenyl)cyclohexanecarboxamide was obtained. Starting materials: COc1cc2c(Oc3ccc4[nH]ccc4c3)ncnc2cc1OCc1ccccc1, ClCCl, [H][H], CN(C)C=O. The product is COc1cc2c(Oc3ccc4[nH]ccc4c3)ncnc2cc1O. Reaction SMILES: [CH2:1]([c:2]1[cH:3][cH:4][cH:5][cH:6][cH:7]1)[O:8][c:9]1[c:10]([O:29][CH3:30])[cH:11][c:12]2[c:13]([O:19][c:20]3[cH:21][c:22]4[cH:23][cH:24][nH:25][c:26]4[cH:27][cH:28]3)[n:14][cH:15][n:16][c:17]2[cH:18]1.[CH2:38]([Cl:39])[Cl:40].[H:31][H:32].[O:33]=[CH:34][N:35]([CH3:36])[CH3:37]>>[OH:8][c:9]1[c:10]([O:29][CH3:30])[cH:11][c:12]2[c:13]([O:19][c:20]3[cH:21][c:22]4[cH:23][cH:24][nH:25][c:26]4[cH:27][cH:28]3)[n:14][cH:15][n:16][c:17]2[cH:18]1. Reactants: O=C1Cc2cccc3c2C(C1)CN3C(=O)c1ccccc1, [BH3-]C#N, CC(=O)[O-], CCO, Cl, [NH4+], [Na+]. Product: NC1Cc2cccc3c2C(C1)CN3C(=O)c1ccccc1. RXN SMILES: [C:1]([c:2]1[cH:3][cH:4][cH:5][cH:6][cH:7]1)(=[O:8])[N:9]1[CH2:10][CH:11]2[c:12]3[c:13]([cH:14][cH:15][cH:16][c:17]31)[CH2:18][C:19](=[O:21])[CH2:20]2.[C:27](#[N:28])[BH3-:29].[CH3:23][C:24](=[O:25])[O-:26].[CH3:32][CH2:33][OH:34].[ClH:31].[NH4+:22].[Na+:30]>>[C:1]([c:2]1[cH:3][cH:4][cH:5][cH:6][cH:7]1)(=[O:8])[N:9]1[CH2:10][CH:11]2[c:12]3[c:13]([cH:14][cH:15][cH:16][c:17]31)[CH2:18][CH:19]([NH2:28])[CH2:20]2.